Dataset: the Open Reaction Database (ORD), a public repository of structured organic reaction records. Task: describe an organic reaction: reactants, conditions, products, and yield Starting materials: ClC=1C=CC(=C(C1)N1[C@@H](C=2N(C(=NC2C1=O)C=1C(=NC(=NC1)OC)OC)C(C)C)C1=C(C=C(C=C1)Cl)C)C ((R)-5-(5-Chloro-2-methyl-phenyl)-6-(4-chloro-2-methyl-phenyl)-2-(2,4-dimethoxy-pyrimidin-5-yl)-1-isopropyl-5,6,-dihydro-1H-pyrrolo[3,4-d]imidazol-4-one), C[Si](C)(C)[N-][Si](C)(C)C.[K+] (KHMDS), CI (Methyl iodide). Run in CCOC(=O)C (EtOAc), C1CCOC1 (THF). Run at temperature -78 celsius, time 15 minute. Product: ClC1=CC(=C(C=C1)C1(N(C(C2=C1N(C(=N2)C=2C(=NC(=NC2)OC)OC)C(C)C)=O)C2=C(C=CC(=C2)Cl)C)C)C (6-(4-Chloro-2-methyl-phenyl)-5-(5-chloro-2-methyl-phenyl)-2-(2,4-dimethoxy-pyrimidin-5-yl)-1-isopropyl-6-methyl-5,6-dihydro-1H-pyrrolo[3,4-d]imidazol-4-one). Reaction SMILES: [Cl:1][C:2]1[CH:3]=[CH:4][C:5]([CH3:38])=[C:6]([N:8]2[C:15](=[O:16])[C:14]3[N:13]=[C:12]([C:17]4[C:18]([O:25][CH3:26])=[N:19][C:20]([O:23][CH3:24])=[N:21][CH:22]=4)[N:11]([CH:27]([CH3:29])[CH3:28])[C:10]=3[C@H:9]2[C:30]2[CH:35]=[CH:34][C:33]([Cl:36])=[CH:32][C:31]=2[CH3:37])[CH:7]=1.[CH3:39][Si]([N-][Si](C)(C)C)(C)C.[K+].CI>C1COCC1.CCOC(C)=O>[Cl:36][C:33]1[CH:34]=[CH:35][C:30]([C:9]2([CH3:39])[C:10]3[N:11]([CH:27]([CH3:28])[CH3:29])[C:12]([C:17]4[C:18]([O:25][CH3:26])=[N:19][C:20]([O:23][CH3:24])=[N:21][CH:22]=4)=[N:13][C:14]=3[C:15](=[O:16])[N:8]2[C:6]2[CH:7]=[C:2]([Cl:1])[CH:3]=[CH:4][C:5]=2[CH3:38])=[C:31]([CH3:37])[CH:32]=1 |f:1.2|. Reported procedure: To a solution of the product from example 76 (100 mg, 0.18 mmol) in THF (2 mL) at −78° C. was added KHMDS (217 μL, 0.22 mmol, 1M in THF) and the mixture was stirred at −78° C. for 15 min. Methyl iodide (34 μL, 0.54 mmol) was added and the mixture was allowed to warm to rt and the mixture was stirred at rt for 20 h. The reaction mixture was diluted with EtOAc and extracted with a 5% citric acid solution. The organic layer was washed with brine, dried (Na2SO4), filtered and concentrated. The resid... Reactants: CCC(C)Cc1nc(C(F)(F)F)ccc1C=CC(=O)O, Cl, CS(=O)(=O)Nc1ccc(CN)cc1F. The product is CCC(C)Cc1nc(C(F)(F)F)ccc1C=CC(=O)NCc1ccc(NS(C)(=O)=O)c(F)c1. As a reaction SMILES: [CH3:16][CH:17]([CH2:18][c:19]1[n:20][c:21]([C:30]([F:31])([F:32])[F:33])[cH:22][cH:23][c:24]1[CH:25]=[CH:26][C:27](=[O:28])[OH:29])[CH2:34][CH3:35].[ClH:15].[NH2:1][CH2:2][c:3]1[cH:4][c:5]([F:14])[c:6]([NH:9][S:10](=[O:11])(=[O:12])[CH3:13])[cH:7][cH:8]1>>[NH:1]([CH2:2][c:3]1[cH:4][c:5]([F:14])[c:6]([NH:9][S:10](=[O:11])(=[O:12])[CH3:13])[cH:7][cH:8]1)[C:27]([CH:26]=[CH:25][c:24]1[c:19]([CH2:18][CH:17]([CH3:16])[CH2:34][CH3:35])[n:20][c:21]([C:30]([F:31])([F:32])[F:33])[cH:22][cH:23]1)=[O:28].